This data is from the Open Reaction Database (ORD), a public repository of structured organic reaction records. The task is: describe an organic reaction: reactants, conditions, products, and yield Reactants: BrC1=CC(=C(C=C1)[N+](=O)[O-])F (4-bromo-2-fluoro-1-nitrobenzene), Cl.NCCC(=O)OC (methyl 3-aminopropanoate hydrochloride), C(=O)([O-])[O-].[K+].[K+] (K2CO3). The solvent is C1CCOC1 (THF). Yields the product BrC=1C=CC(=C(C1)NCCC(=O)OC)[N+](=O)[O-] (methyl 3-((5-bromo-2-nitrophenyl)amino)propanoate). The yield is 0.1%. Reaction SMILES: [Br:1][C:2]1[CH:7]=[CH:6][C:5]([N+:8]([O-:10])=[O:9])=[C:4](F)[CH:3]=1.Cl.[NH2:13][CH2:14][CH2:15][C:16]([O:18][CH3:19])=[O:17].C([O-])([O-])=O.[K+].[K+]>C1COCC1>[Br:1][C:2]1[CH:7]=[CH:6][C:5]([N+:8]([O-:10])=[O:9])=[C:4]([NH:13][CH2:14][CH2:15][C:16]([O:18][CH3:19])=[O:17])[CH:3]=1 |f:1.2,3.4.5|. Procedure details: A solution of 4-bromo-2-fluoro-1-nitrobenzene (10 g, 45.5 mol), methyl 3-aminopropanoate hydrochloride (6.4 g, 45.5 mol) and K2CO3 (19 g, 136.5 mol) in THF (250 mL) was heated at 100° C. for 4 hrs. The mixture was extracted with ethyl acetate (100 mL), washed with brine (150 mL), dried and concentrated to give the residue, which was purified by CombiFlash (PE:EA=2:1) to give methyl 3-((5-bromo-2-nitrophenyl)amino)propanoate (12 g, yield 88%). 1H NMR (300 MHz, CDCl3) δ 2.70-2.75 (t, J=6.6 Hz, 2H)... The reactants are CCCCCCO, Cl, NCCCCC(N)C(=O)O, [Na+], [OH-]. The product is NC1CCCCNC1=O. As a reaction SMILES: [CH2:14]([OH:15])[CH2:16][CH2:17][CH2:18][CH2:19][CH3:20].[ClH:1].[NH2:2][CH2:3][CH2:4][CH2:5][CH2:6][CH:7]([NH2:8])[C:9]([OH:10])=[O:11].[Na+:13].[OH-:12]>>[NH:2]1[CH2:3][CH2:4][CH2:5][CH2:6][CH:7]([NH2:8])[C:9]1=[O:11]. Reactants: ClC=1C=C(C=CC1)C=1ON=C2C1C=C(C=C2)C=O (3-(3-chlorophenyl)-2,1-benzisoxazole-5-carboxaldehyde), [NH4+].[Cl-] (NH4Cl), [Li]CCCC (BuLi), C1(=CC=CC=C1)C=1N=CSC1 (4-phenyl-thiazole). The solvent is C1CCOC1 (THF), C1CCOC1 (THF). Conditions: temperature -70 celsius, time 1 hour. Product: ClC=1C=C(C=CC1)C=1ON=C2C1C=C(C=C2)C(O)C=2SC=C(N2)C2=CC=CC=C2 (3-(3-chlorophenyl)-α-(4-phenyl-2-thiazolyl)-2,1-benzisoxazole-5-methanol). Isolated yield 5.2%. As a reaction SMILES: [Li]CCCC.[C:6]1([C:12]2[N:13]=[CH:14][S:15][CH:16]=2)[CH:11]=[CH:10][CH:9]=[CH:8][CH:7]=1.[Cl:17][C:18]1[CH:19]=[C:20]([C:24]2[O:25][N:26]=[C:27]3[CH:32]=[CH:31][C:30]([CH:33]=[O:34])=[CH:29][C:28]=23)[CH:21]=[CH:22][CH:23]=1.[NH4+].[Cl-]>C1COCC1>[Cl:17][C:18]1[CH:19]=[C:20]([C:24]2[O:25][N:26]=[C:27]3[CH:32]=[CH:31][C:30]([CH:33]([C:14]4[S:15][CH:16]=[C:12]([C:6]5[CH:7]=[CH:8][CH:9]=[CH:10][CH:11]=5)[N:13]=4)[OH:34])=[CH:29][C:28]=23)[CH:21]=[CH:22][CH:23]=1 |f:3.4|. Reported procedure: BuLi (0.118 mol) was added dropwise at −70° C. under N2 flow to a solution of 4-phenyl-thiazole (0.097 mol) in THF (205 ml). The mixture was stirred at −70° C. for 1 hour. A solution of intermediate (13) (0.0692 mol) in THF (205 ml) was added dropwise. The mixture was stirred at −70° C. for 2 hours, brought to -30° C. over a 90-min period, poured out into NH4Cl 10% and extracted with DCM. The organic layer was separated, dried (MgSO4), filtered and the solvent was evaporated. The residue (39.5 g... The reactants are C(C=C)#N (2-propenenitrile), BrC=1C(=NN(C1)C1=C2C(=NC=C1)NC=C2)C (4-(4-bromo-3-methyl-1H-pyrazol-1-yl)-1H-pyrrolo[2,3-b]pyridine), CC[N+](CC)(CC)CC (tetraethylamine), CN(C)C=O (DMF). Reagents/catalysts: Cl[Pd]([P](C1=CC=CC=C1)(C2=CC=CC=C2)C3=CC=CC=C3)([P](C4=CC=CC=C4)(C5=CC=CC=C5)C6=CC=CC=C6)Cl (bis(triphenylphosphine)palladium(II) chloride). Run in C(C)(=O)OCC (ethyl acetate). Yields the product CC1=NN(C=C1/C=C/C#N)C1=C2C(=NC=C1)NC=C2 ((2E)-3-[3-Methyl-1-(1H-pyrrolo[2,3-b]pyridin-4-yl)-1H-pyrazol-4-yl]acrylonitrile). Isolated yield 191.3%. As a reaction SMILES: [C:1](#[N:4])[CH:2]=[CH2:3].Br[C:6]1[C:7]([CH3:20])=[N:8][N:9]([C:11]2[CH:16]=[CH:15][N:14]=[C:13]3[NH:17][CH:18]=[CH:19][C:12]=23)[CH:10]=1.CC[N+](CC)(CC)CC.CN(C=O)C>C(OCC)(=O)C.Cl[Pd](Cl)([P](C1C=CC=CC=1)(C1C=CC=CC=1)C1C=CC=CC=1)[P](C1C=CC=CC=1)(C1C=CC=CC=1)C1C=CC=CC=1>[CH3:20][C:7]1[C:6](/[CH:3]=[CH:2]/[C:1]#[N:4])=[CH:10][N:9]([C:11]2[CH:16]=[CH:15][N:14]=[C:13]3[NH:17][CH:18]=[CH:19][C:12]=23)[N:8]=1 |^1:43,62|. Procedure details: A solution of 2-propenenitrile (0.043 mL, 0.00065 mol), bis(triphenylphosphine)palladium(II) chloride (0.0091 g, 0.000013 mol), 4-(4-bromo-3-methyl-1H-pyrazol-1-yl)-1H-pyrrolo[2,3-b]pyridine (0.036 g, 0.00013 mol), and tetraethylamine (TEA) (0.15 mL, 0.0011 mol) in DMF (0.15 mL, 0.0019 mol) was microwaved at 120° C. for 2 h. The solution was then diluted with ethyl acetate and washed with water (×2) and brine successively. The organic phase was dried and concentrated in vacuo to give 62 mg of th... The reactants are CC(=O)SCCC(=O)N1CC(Cc2cccs2)=CC1C(=O)O, N. Product: O=C(O)C1C=C(Cc2cccs2)CN1C(=O)CCS. RXN SMILES: [C:1](=[O:2])([CH3:3])[S:4][CH2:5][CH2:6][C:7](=[O:8])[N:9]1[CH:10]([C:20](=[O:21])[OH:22])[CH:11]=[C:12]([CH2:14][c:15]2[s:16][cH:17][cH:18][cH:19]2)[CH2:13]1.[NH3:23]>>[SH:4][CH2:5][CH2:6][C:7](=[O:8])[N:9]1[CH:10]([C:20](=[O:21])[OH:22])[CH:11]=[C:12]([CH2:14][c:15]2[s:16][cH:17][cH:18][cH:19]2)[CH2:13]1. Starting materials: CC(C)(C)NC(=O)Nc1nc2nc(S(C)(=O)=O)ncc2cc1-c1c(Cl)ccc(NC(=O)c2cccc(C(F)(F)F)c2)c1Cl, CCN(CC)CCOc1ccc(N)cc1, CN(C)C=O, Cc1ccc(S(=O)(=O)O)cc1. The product is CCN(CC)CCOc1ccc(Nc2ncc3cc(-c4c(Cl)ccc(NC(=O)c5cccc(C(F)(F)F)c5)c4Cl)c(NC(=O)NC(C)(C)C)nc3n2)cc1. As a reaction SMILES: [C:1]([CH3:2])([CH3:3])([CH3:4])[NH:5][C:6]([NH:7][c:8]1[c:9](-[c:22]2[c:23]([Cl:42])[c:24]([NH:29][C:30]([c:31]3[cH:32][c:33]([C:37]([F:38])([F:39])[F:40])[cH:34][cH:35][cH:36]3)=[O:41])[cH:25][cH:26][c:27]2[Cl:28])[cH:10][c:11]2[c:12]([n:13][c:14]([S:17]([CH3:18])(=[O:19])=[O:20])[n:15][cH:16]2)[n:21]1)=[O:43].[CH2:55]([CH3:56])[N:57]([CH2:58][CH2:59][O:60][c:61]1[cH:62][cH:63][c:64]([NH2:67])[cH:65][cH:66]1)[CH2:68][CH3:69].[O:70]=[CH:71][N:72]([CH3:73])[CH3:74].[c:44]1([CH3:45])[cH:46][cH:47][c:48]([S:49]([OH:50])(=[O:51])=[O:52])[cH:53][cH:54]1>>[C:1]([CH3:2])([CH3:3])([CH3:4])[NH:5][C:6]([NH:7][c:8]1[c:9](-[c:22]2[c:23]([Cl:42])[c:24]([NH:29][C:30]([c:31]3[cH:32][c:33]([C:37]([F:38])([F:39])[F:40])[cH:34][cH:35][cH:36]3)=[O:41])[cH:25][cH:26][c:27]2[Cl:28])[cH:10][c:11]2[c:12]([n:13][c:14]([NH:67][c:64]3[cH:63][cH:62][c:61]([O:60][CH2:59][CH2:58][N:57]([CH2:55][CH3:56])[CH2:68][CH3:69])[cH:66][cH:65]3)[n:15][cH:16]2)[n:21]1)=[O:43].